This data is from the Open Reaction Database (ORD), a public repository of structured organic reaction records. The task is: describe an organic reaction: reactants, conditions, products, and yield Reactants: FC1=C(C#N)C(=CC=C1)F (2,6 difluorobenzonitrile), COCCCN (3-methoxypropylamine), C([O-])([O-])=O.[K+].[K+] (potassium carbonate), O (Water). Run in CN(C=O)C (dimethylformamide). The product is FC1=C(C#N)C(=CC=C1)NCCOC (2-fluoro-6-[(2-methoxyethyl)amino]benzonitrile). Yield: 71.6%. RXN SMILES: F[C:2]1[CH:9]=[CH:8][CH:7]=[C:6]([F:10])[C:3]=1[C:4]#[N:5].COC[CH2:14][CH2:15][NH2:16].[C:17](=[O:20])([O-])[O-].[K+].[K+].O>CN(C)C=O>[F:10][C:6]1[CH:7]=[CH:8][CH:9]=[C:2]([NH:16][CH2:15][CH2:14][O:20][CH3:17])[C:3]=1[C:4]#[N:5] |f:2.3.4|. Reported procedure: A solution of 2,6 difluorobenzonitrile (3.5 g, 25.16 mmol) in dimethylformamide (50 mL) was treated with 3-methoxypropylamine (2.24 g, 25.16 mmol) and potassium carbonate (6.94 g, 50.32 mmol). The reaction mixture was stirred over night under a nitrogen atmosphere. Water (100 mL) was added to the reaction solution. The layers were partitioned, and the aqueous layer was extracted with ethyl acetate (1.2 L). The combined organic layers were washed with water (1.5 L), dried over magnesium sulfate, ... The reactants are CNC(=O)ON=CC(C)(SC)C (2-methyl-2-(methylthio)propionaldehyde O-(methylcarbamoyl)oxime), peroxide, S(O)(O)(=O)=O (sulfuric acid), OO (hydrogen peroxide), aqueous solution, C(=O)O (formic acid). The solvent is C(Cl)Cl (methylene chloride), C(Cl)Cl (methylene chloride), C(Cl)Cl (methylene chloride). Run at temperature 40 celsius, time 2.5 hour. Product: CNC(=O)ON=CC(C)(S(=O)(=O)C)C (2-Methyl-2-(Methylsulfonyl)propionaldehyde O-(methylcarbamoyl)oxime). RXN SMILES: [CH:1](O)=O.[CH3:4][NH:5][C:6]([O:8][N:9]=[CH:10][C:11]([CH3:15])(SC)[CH3:12])=[O:7].OO.[S:18](=[O:22])(=O)(O)[OH:19]>C(Cl)Cl>[CH3:4][NH:5][C:6]([O:8][N:9]=[CH:10][C:11]([CH3:15])([S:18]([CH3:1])(=[O:22])=[O:19])[CH3:12])=[O:7]. Procedure: 15 grams of an 88 percent aqueous solution of formic acid was added to a mixture containing 30 grams of 2-methyl-2-(methylthio)propionaldehyde O-(methylcarbamoyl)oxime in 70 grams of methylene chloride solution. To the mixture was added 56 grams of a 30 percent aqueous hydrogen peroxide over a 15-20 minute period. During the course of addition, the reaction temperature rose from 25° to 40° C. with a gentle reflux of methylene chloride. After the addition of the peroxide solution, 6.0 grams of co... Starting materials: ClC1=CC(=C(C=C1OC)C=1C(NC(=CN1)C(F)(F)F)=O)F (3-(4-chloro-2-fluoro-5-methoxyphenyl)-6-trifluoromethyl-2-oxo-1,2-dihydropyrazine), ClC1=CC(=C(C=C1OC)C=1C(NC(=CN1)C(F)(F)F)=O)F (3-(4-chloro-2-fluoro-5-methoxyphenyl)-6-trifluoromethyl-2-oxo-1,2-dihydropyrazine), C([O-])([O-])=O.[K+].[K+] (potassium carbonate), CI (methyl iodide), O (water). The solvent is CN(C=O)C (N,N-dimethylformamide). Reaction conditions: temperature 100 celsius, time 2 day. Product: ClC1=CC(=C(C=C1OC)C=1C(N(C(=CN1)C(F)(F)F)C)=O)F (3-(4-chloro-2-fluoro-5-methoxyphenyl)-1-methyl-6-trifluoromethyl-2-oxo-1,2-dihydropyrazine). Yield: 54.2%. RXN SMILES: [Cl:1][C:2]1[C:7]([O:8][CH3:9])=[CH:6][C:5]([C:10]2[C:11](=[O:20])[NH:12][C:13]([C:16]([F:19])([F:18])[F:17])=[CH:14][N:15]=2)=[C:4]([F:21])[CH:3]=1.[C:22](=O)([O-])[O-].[K+].[K+].CI.O>CN(C)C=O>[Cl:1][C:2]1[C:7]([O:8][CH3:9])=[CH:6][C:5]([C:10]2[C:11](=[O:20])[N:12]([CH3:22])[C:13]([C:16]([F:19])([F:17])[F:18])=[CH:14][N:15]=2)=[C:4]([F:21])[CH:3]=1 |f:1.2.3|. Procedure: First, 3.61 g of 3-(4-chloro-2-fluoro-5-methoxyphenyl)-6-trifluoromethyl-2-oxo-1,2-dihydropyrazine (compound 1-1008) was dissolved in 16 ml of N,N-dimethylformamide, to which 2.35 g of potassium carbonate and 1.39 ml of methyl iodide were added, and the mixture was stirred at 100° C. for 2 days. After completion of the reaction, the reaction mixture was poured into water, followed by extraction with ethyl acetate. The organic layer was washed with saturated sodium chloride solution, dried with a...